From a dataset of the Open Reaction Database (ORD), a public repository of structured organic reaction records. describe an organic reaction: reactants, conditions, products, and yield The reactants are Cl.C(C)(=O)OC=1C=C2C(=NC=NC2=CC1OC)Cl (6-acetoxy-4-chloro-7-methoxyquinazoline, hydrochloride salt), N1=C(C=CC=C1)COC=1C(=CC(=CC1)N)C (5-amino-2-tolyl 2-pyridylmethyl ether). The product is C(C)(=O)OC=1C=C2C(=NC=NC2=CC1OC)NC1=CC(=C(C=C1)OCC1=NC=CC=C1)C (6-acetoxy-7-methoxy-4-[3-methyl-4-(2-pyridylmethoxy)anilino]quinazoline). Yield: 60.0%. As a reaction SMILES: Cl.[C:2]([O:5][C:6]1[CH:7]=[C:8]2[C:13](=[CH:14][C:15]=1[O:16][CH3:17])[N:12]=[CH:11][N:10]=[C:9]2Cl)(=[O:4])[CH3:3].[N:19]1[CH:24]=[CH:23][CH:22]=[CH:21][C:20]=1[CH2:25][O:26][C:27]1[C:28]([CH3:34])=[CH:29][C:30]([NH2:33])=[CH:31][CH:32]=1>>[C:2]([O:5][C:6]1[CH:7]=[C:8]2[C:13](=[CH:14][C:15]=1[O:16][CH3:17])[N:12]=[CH:11][N:10]=[C:9]2[NH:33][C:30]1[CH:31]=[CH:32][C:27]([O:26][CH2:25][C:20]2[CH:21]=[CH:22][CH:23]=[CH:24][N:19]=2)=[C:28]([CH3:34])[CH:29]=1)(=[O:4])[CH3:3] |f:0.1|. Procedure: Using an analogous procedure to that described in Example 1, 6-acetoxy-4-chloro-7-methoxyquinazoline, hydrochloride salt, was reacted with 5-amino-2-tolyl 2-pyridylmethyl ether to give 6-acetoxy-7-methoxy-4-[3-methyl-4-(2-pyridylmethoxy)anilino]quinazoline in 60% yield; Starting materials: ClCCC(CC)O (1-chloro-3-pentanol), C([O-])([O-])=O.[K+].[K+] (potassium carbonate), C1(=CC=CC=C1)C(C1=CC=CC=C1)N1CCNCC1 (Diphenylmethylpiperazine). The solvent is CN(C=O)C (dimethylformamide). Run at temperature 80 celsius, time 15 hour. The product is C1(=CC=CC=C1)C(N1CCN(CC1)CCC(CC)O)C1=CC=CC=C1 (1-(4-(diphenylmethyl)piperazinyl)pentane-3-ol). Yield: 60.7%. Reaction SMILES: [C:1]1([CH:7]([N:14]2[CH2:19][CH2:18][NH:17][CH2:16][CH2:15]2)[C:8]2[CH:13]=[CH:12][CH:11]=[CH:10][CH:9]=2)[CH:6]=[CH:5][CH:4]=[CH:3][CH:2]=1.Cl[CH2:21][CH2:22][CH:23]([OH:26])[CH2:24][CH3:25].C(=O)([O-])[O-].[K+].[K+]>CN(C)C=O>[C:1]1([CH:7]([C:8]2[CH:13]=[CH:12][CH:11]=[CH:10][CH:9]=2)[N:14]2[CH2:15][CH2:16][N:17]([CH2:21][CH2:22][CH:23]([OH:26])[CH2:24][CH3:25])[CH2:18][CH2:19]2)[CH:6]=[CH:5][CH:4]=[CH:3][CH:2]=1 |f:2.3.4|. Procedure: Diphenylmethylpiperazine (2.20 g) was dissolved in dimethylformamide (25 ml), and then 1-chloro-3-pentanol (1.78 g) and potassium carbonate (722 mg) were added thereto, followed by stirring the mixture at 80° C. for 15 hours. After evaporation of dimethylformamide, water was added to the residue and the resultant was extracted 3 times with ethyl acetate. Organic layers were combined and washed with brine. The resultant was dried over anhydrous sodium sulfate and concentrated. The residue was pur... Starting materials: ClC=1C(=C(C(=C(C1)C(C)NC(OC(C)(C)C)=O)OC)C1CN(C1)C(C)C)C (tert-Butyl {1-[5-chloro-3-(1-isopropylazetidin-3-yl)-2-methoxy-4-methylphenyl]ethyl}carbamate), Cl (HCl), O1CCOCC1 (dioxane). Run in C(Cl)Cl (methylene chloride). The product is Cl.Cl.ClC=1C(=C(C(=C(C1)C(C)N)OC)C1CN(C1)C(C)C)C (1-[5-chloro-3-(1-isopropylazetidin-3-yl)-2-methoxy-4-methylphenyl]ethanamine dihydrochloride). RXN SMILES: [Cl:1][C:2]1[C:3]([CH3:27])=[C:4]([CH:20]2[CH2:23][N:22]([CH:24]([CH3:26])[CH3:25])[CH2:21]2)[C:5]([O:18][CH3:19])=[C:6]([CH:8]([NH:10]C(=O)OC(C)(C)C)[CH3:9])[CH:7]=1.[ClH:28].O1CCOCC1>C(Cl)Cl>[ClH:1].[ClH:28].[Cl:1][C:2]1[C:3]([CH3:27])=[C:4]([CH:20]2[CH2:21][N:22]([CH:24]([CH3:26])[CH3:25])[CH2:23]2)[C:5]([O:18][CH3:19])=[C:6]([CH:8]([NH2:10])[CH3:9])[CH:7]=1 |f:4.5.6|. Procedure: tert-Butyl {1-[5-chloro-3-(1-isopropylazetidin-3-yl)-2-methoxy-4-methylphenyl]ethyl}carbamate (19 mg, 0.048 mmol) was treated with 4.0 M HCl in dioxane (60 μL, 0.24 mmol) in methylene chloride (50 μL) at room temperature for 2 hours. The resultant mixture was concentrated to dryness to give 1-[5-chloro-3-(1-isopropylazetidin-3-yl)-2-methoxy-4-methylphenyl]ethanamine dihydrochloride. A mixture of the HCl salt, 6-bromo-9-(tetrahydro-2H-pyran-2-yl)-9H-purine (20 mg, 0.072 mmol, from Example 108, St... Reactants: COC(=O)[C@H]1[C@@H](C[C@@H](CC1)OC1=CC(=NC2=C(C(=CC=C12)OC)C)C=1SC=C(N1)C(F)(F)F)C(=O)OCC1=CC=CC=C1 ((1R,2R,4R)-4-[7-methoxy-8-methyl-2-(4-trifluoromethyl-thiazol-2-yl)-quinolin-4-yloxy]-cyclohexane-1,2-dicarboxylic acid 2-benzyl ester-1-methyl ester), [Li+].[OH-] (LiOH), Cl (HCl). Solvent: O (H2O), C1CCOC1 (THF). Product: C(C1=CC=CC=C1)OC(=O)[C@H]1[C@@H](CC[C@H](C1)OC1=CC(=NC2=C(C(=CC=C12)OC)C)C=1SC=C(N1)C(F)(F)F)C(=O)O ((1R,2R,4R)-4-[7-methoxy-8-methyl-2-(4-trifluoromethyl-thiazol-2-yl)-quinolin-4-yloxy]-cyclohexane-1,2-dicarboxylic acid 2-benzyl ester). Yield: 80.0%. As a reaction SMILES: C[O:2][C:3]([C@@H:5]1[CH2:10][CH2:9][C@@H:8]([O:11][C:12]2[C:21]3[C:16](=[C:17]([CH3:24])[C:18]([O:22][CH3:23])=[CH:19][CH:20]=3)[N:15]=[C:14]([C:25]3[S:26][CH:27]=[C:28]([C:30]([F:33])([F:32])[F:31])[N:29]=3)[CH:13]=2)[CH2:7][C@H:6]1[C:34]([O:36][CH2:37][C:38]1[CH:43]=[CH:42][CH:41]=[CH:40][CH:39]=1)=[O:35])=[O:4].[Li+].[OH-].Cl>O.C1COCC1>[CH2:37]([O:36][C:34]([C@@H:6]1[CH2:7][C@H:8]([O:11][C:12]2[C:21]3[C:16](=[C:17]([CH3:24])[C:18]([O:22][CH3:23])=[CH:19][CH:20]=3)[N:15]=[C:14]([C:25]3[S:26][CH:27]=[C:28]([C:30]([F:33])([F:32])[F:31])[N:29]=3)[CH:13]=2)[CH2:9][CH2:10][C@H:5]1[C:3]([OH:4])=[O:2])=[O:35])[C:38]1[CH:43]=[CH:42][CH:41]=[CH:40][CH:39]=1 |f:1.2|. Procedure: A solution of compound 34e (293 mg, 1 eq.) and LiOH (49 mg, 4 eq) in H2O (5 mL) and THF (5 mL) was stirred at room temperature for 4 hrs. The reaction mixture was acidified with 1N HCl to pH 2 and then extracted with DCM. Organics were concentrated under reduced pressure and purified by chromatography on silica gel (DCM/MeOH) to yield compound 34f as beige solid in 80% yield. MS (ESI, EI+): m/z=601 (MH+). The reactants are CC(C)=O, ClCC1CO1, [K+], [K+], O=C([O-])[O-], CCCOC(=O)CCc1ccc(O)cc1. Product: CCCOC(=O)CCc1ccc(OCC2CO2)cc1. Reaction SMILES: [CH3:27][C:28](=[O:29])[CH3:30].[Cl:22][CH2:23][CH:24]1[CH2:25][O:26]1.[K+:16].[K+:17].[O-:18][C:19]([O-:20])=[O:21].[OH:1][c:2]1[cH:3][cH:4][c:5]([CH2:8][CH2:9][C:10](=[O:11])[O:12][CH2:13][CH2:14][CH3:15])[cH:6][cH:7]1>>[O:1]([c:2]1[cH:3][cH:4][c:5]([CH2:8][CH2:9][C:10](=[O:11])[O:12][CH2:13][CH2:14][CH3:15])[cH:6][cH:7]1)[CH2:23][CH:24]1[CH2:25][O:26]1.